From a dataset of the Open Reaction Database (ORD), a public repository of structured organic reaction records. describe an organic reaction: reactants, conditions, products, and yield Starting materials: ClC(C)C1=CC=C(C=C1)C1(CC1)NC(C)=O (N-(1-(4-(1-chloroethyl)phenyl)cyclopropyl)acetamide), Cl.Cl.FC1=CC=C(C=C1)N1CCNCC1 (1-(4-fluorophenyl)piperazine dihydrochloride). Yields the product FC1=CC=C(C=C1)N1CCN(CC1)C(C)C1=CC=C(C=C1)C1(CC1)NC(C)=O (N-(1-(4-(1-(4-(4-Fluorophenyl)piperazin-1-yl)ethyl)phenyl)cyclopropyl)acetamide). Reaction SMILES: Cl[CH:2]([C:4]1[CH:9]=[CH:8][C:7]([C:10]2([NH:13][C:14](=[O:16])[CH3:15])[CH2:12][CH2:11]2)=[CH:6][CH:5]=1)[CH3:3].Cl.Cl.[F:19][C:20]1[CH:25]=[CH:24][C:23]([N:26]2[CH2:31][CH2:30][NH:29][CH2:28][CH2:27]2)=[CH:22][CH:21]=1>>[F:19][C:20]1[CH:21]=[CH:22][C:23]([N:26]2[CH2:31][CH2:30][N:29]([CH:2]([C:4]3[CH:9]=[CH:8][C:7]([C:10]4([NH:13][C:14](=[O:16])[CH3:15])[CH2:12][CH2:11]4)=[CH:6][CH:5]=3)[CH3:3])[CH2:28][CH2:27]2)=[CH:24][CH:25]=1 |f:1.2.3|. Procedure details: By similar reaction and treatment to that in Example 1(5) using N-(1-(4-(1-chloroethyl)phenyl)cyclopropyl)acetamide instead of N-(4-chloromethylphenylmethyl)acetamide and 1-(4-fluorophenyl)piperazine dihydrochloride instead of phenylpiperazine, the title compound was obtained as white crystals, m.p.=149-150° C. RXN SMILES: [BH4-:44].[CH2:1]([c:2]1[cH:3][cH:4][cH:5][cH:6][cH:7]1)[N:8]([CH2:9][CH2:10][NH:11][C:12]([CH2:13][c:14]1[cH:15][cH:16][cH:17][cH:18][cH:19]1)=[O:20])[CH2:21][C:22](=[O:23])[c:24]1[cH:25][c:26]([O:37][C:38]([C:39]([CH3:40])([CH3:41])[CH3:42])=[O:43])[c:27]([O:30][C:31]([C:32]([CH3:33])([CH3:34])[CH3:35])=[O:36])[cH:28][cH:29]1.[CH3:46][OH:47].[CH3:50][CH:51]([OH:52])[CH3:53].[Cl-:49].[Na+:45].[Na+:48]>>[CH2:1]([c:2]1[cH:3][cH:4][cH:5][cH:6][cH:7]1)[N:8]([CH2:9][CH2:10][NH:11][C:12]([CH2:13][c:14]1[cH:15][cH:16][cH:17][cH:18][cH:19]1)=[O:20])[CH2:21][CH:22]([OH:23])[c:24]1[cH:25][c:26]([O:37][C:38]([C:39]([CH3:40])([CH3:41])[CH3:42])=[O:43])[c:27]([O:30][C:31]([C:32]([CH3:33])([CH3:34])[CH3:35])=[O:36])[cH:28][cH:29]1. The reactants are [BH4-], CC(C)(C)C(=O)Oc1ccc(C(=O)CN(CCNC(=O)Cc2ccccc2)Cc2ccccc2)cc1OC(=O)C(C)(C)C, CO, CC(C)O, [Cl-], [Na+], [Na+]. The product is CC(C)(C)C(=O)Oc1ccc(C(O)CN(CCNC(=O)Cc2ccccc2)Cc2ccccc2)cc1OC(=O)C(C)(C)C. The reactants are O=C([O-])[O-], CC(=O)OCC1CC(CC(=O)OC(C)(C)C)OC(C)(C)O1, CO, [K+], [K+]. Product: CC(C)(C)OC(=O)CC1CC(CO)OC(C)(C)O1. Reaction SMILES: [C:22](=[O:23])([O-:24])[O-:25].[CH3:1][C:2]1([CH3:21])[O:3][CH:4]([CH2:16][O:17][C:18]([CH3:19])=[O:20])[CH2:5][CH:6]([CH2:8][C:9](=[O:10])[O:11][C:12]([CH3:13])([CH3:14])[CH3:15])[O:7]1.[CH3:28][OH:29].[K+:26].[K+:27]>>[CH3:1][C:2]1([CH3:21])[O:3][CH:4]([CH2:16][OH:17])[CH2:5][CH:6]([CH2:8][C:9](=[O:10])[O:11][C:12]([CH3:13])([CH3:14])[CH3:15])[O:7]1. Starting materials: BrCC=1C(=CC(=CC1)Cl)CBr (α,α'-dibromo-4-chloro-o-xylene), C(CC(=O)OC)(=O)OC (dimethyl malonate), C[O-].[Na+] (sodium methylate), [Na] (sodium), Cl (hydrochloric acid). Solvent: CCOCC (ether), CCOCC (ether), CO (methanol), CO (methanol). Run at time 48 hour. Yields the product COC(=O)C1(CC2=CC=C(C=C2C1)Cl)C(=O)OC (2,2-dimethoxycarbonyl-5-chloroindane). Yield: 95.5%. RXN SMILES: C[O-].[Na+].[Na].Br[CH2:6][C:7]1[C:8]([CH2:14]Br)=[CH:9][C:10]([Cl:13])=[CH:11][CH:12]=1.[C:16]([O:23][CH3:24])(=[O:22])[CH2:17][C:18]([O:20][CH3:21])=[O:19].Cl>CCOCC.CO>[CH3:21][O:20][C:18]([C:17]1([C:16]([O:23][CH3:24])=[O:22])[CH2:14][C:8]2[C:7](=[CH:12][CH:11]=[C:10]([Cl:13])[CH:9]=2)[CH2:6]1)=[O:19] |f:0.1,^1:3|. Procedure details: To a methanol solution of sodium methylate prepared from 16.04 g of sodium metal and 250 ml of methanol, with ice-cooling, was added a solution of 110.6 g of α,α'-dibromo-4-chloro-o-xylene in 100 ml of anhydrous ether. To the mixture, was added slowly a solution of 46.02 g of dimethyl malonate in 50 ml of anhydrous ether. The mixture was stirred for 48 hours at room temperature to complete the reaction. The reaction mixture was poured into a mixture of 100 ml of 1% aqueous hydrochloric acid solu... The reactants are CCCCN, CCN(C(C)C)C(C)C, Cc1nc(Cl)n2nc(-c3ccccc3Cl)c(-c3ccc(Cl)cc3)c2n1, CN(C)C=O, O. Yields the product CCCCNc1nc(C)nc2c(-c3ccc(Cl)cc3)c(-c3ccccc3Cl)nn12. Reaction SMILES: [CH2:1]([CH2:2][CH2:3][CH3:4])[NH2:5].[CH:6]([N:7]([CH:8]([CH3:9])[CH3:10])[CH2:11][CH3:12])([CH3:13])[CH3:14].[Cl:15][c:16]1[n:17][c:18]([CH3:39])[n:19][c:20]2[n:21]1[n:22][c:23](-[c:32]1[c:33]([Cl:38])[cH:34][cH:35][cH:36][cH:37]1)[c:24]2-[c:25]1[cH:26][cH:27][c:28]([Cl:31])[cH:29][cH:30]1.[O:41]=[CH:42][N:43]([CH3:44])[CH3:45].[OH2:40]>>[CH2:1]([CH2:2][CH2:3][CH3:4])[NH:5][c:16]1[n:17][c:18]([CH3:39])[n:19][c:20]2[n:21]1[n:22][c:23](-[c:32]1[c:33]([Cl:38])[cH:34][cH:35][cH:36][cH:37]1)[c:24]2-[c:25]1[cH:26][cH:27][c:28]([Cl:31])[cH:29][cH:30]1. Reactants: CC1(OC2=C(C(=CC(=C2)C(C)C)O)C=2C1=CC=NC2)C (5,5-dimethyl-10-hydroxy-8-iso-propyl-5H-[1]benzopyrano[3,4-d]pyridine), C(C)(=O)OC(C)=O (acetic anhydride). Run in N1=CC=CC=C1 (pyridine). Yields the product C(C)(=O)OC1=CC(=CC2=C1C=1C(=CC=NC1)C(O2)(C)C)C(C)C (10-Acetoxy-5,5-dimethyl-8-iso-propyl-5H-[1]benzopyrano[3,4-d]pyridine). As a reaction SMILES: [CH3:1][C:2]1([CH3:20])[C:15]2=[CH:16][CH:17]=[N:18][CH:19]=[C:14]2[C:5]2[C:6]([OH:13])=[CH:7][C:8]([CH:10]([CH3:12])[CH3:11])=[CH:9][C:4]=2[O:3]1.[C:21](OC(=O)C)(=[O:23])[CH3:22]>N1C=CC=CC=1>[C:21]([O:13][C:6]1[C:5]2[C:14]3[C:15]([C:2]([CH3:1])([CH3:20])[O:3][C:4]=2[CH:9]=[C:8]([CH:10]([CH3:12])[CH3:11])[CH:7]=1)=[CH:16][CH:17]=[N:18][CH:19]=3)(=[O:23])[CH3:22]. Procedure details: 10-Acetoxy-5,5-dimethyl-8-iso-propyl-5H-[1]benzopyrano[3,4-d]pyridine is prepared by reacting 5,5-dimethyl-10-hydroxy-8-iso-propyl-5H-[1]benzopyrano[3,4-d]pyridine and acetic anhydride in the presence of pyridine according to the method of Example 12. Reactants: COC(=O)c1coc(C2CCN(C(=O)Cc3cc(C)ccc3C)CC2)n1, [Cl-], [Na+], [Na+], C1CCOC1, [OH-], O. Yields the product Cc1ccc(C)c(CC(=O)N2CCC(c3nc(C(=O)O)co3)CC2)c1. RXN SMILES: [CH3:1][c:2]1[c:3]([CH2:9][C:10](=[O:11])[N:12]2[CH2:13][CH2:14][CH:15]([c:18]3[o:19][cH:20][c:21]([C:23](=[O:24])[O:25][CH3:26])[n:22]3)[CH2:16][CH2:17]2)[cH:4][c:5]([CH3:8])[cH:6][cH:7]1.[Cl-:36].[Na+:29].[Na+:35].[O:30]1[CH2:31][CH2:32][CH2:33][CH2:34]1.[OH-:28].[OH2:27]>>[CH3:1][c:2]1[c:3]([CH2:9][C:10](=[O:11])[N:12]2[CH2:13][CH2:14][CH:15]([c:18]3[o:19][cH:20][c:21]([C:23](=[O:24])[OH:25])[n:22]3)[CH2:16][CH2:17]2)[cH:4][c:5]([CH3:8])[cH:6][cH:7]1. The reactants are O (water), FC=1C=C(C=CC1)NC(CN1N=CC(=C1)NC1=NC=NC2=CC(=CC=C12)O)=O (N-(3-fluorophenyl)-2-{4-[(7-hydroxyquinazolin-4-yl)amino]-1H-pyrazol-1-yl}acetamide), C([O-])([O-])=O.[Cs+].[Cs+] (cesium carbonate), CS(=O)(=O)OC[C@H]1N(CCC1)C(=O)OC(C)(C)C (tert-butyl (2S)-2-{[(methylsulphonyl)oxy]methyl}pyrrolidine-1-carboxylate). Solvent: CC(=O)N(C)C (dimethylacetamide). Product: FC=1C=C(C=CC1)NC(CN1N=CC(=C1)NC1=NC=NC2=CC(=CC=C12)OC[C@H]1N(CCC1)C(=O)OC(C)(C)C)=O (tert-butyl (2S)-2-[({4-[(1-{2-[(3-fluorophenyl)amino]-2-oxoethyl}-1H-pyrazol-4-yl)amino]quinazolin-7-yl}oxy)methyl]pyrrolidine-1-carboxylate). The yield is 60.9%. Reaction SMILES: [F:1][C:2]1[CH:3]=[C:4]([NH:8][C:9](=[O:28])[CH2:10][N:11]2[CH:15]=[C:14]([NH:16][C:17]3[C:26]4[C:21](=[CH:22][C:23]([OH:27])=[CH:24][CH:25]=4)[N:20]=[CH:19][N:18]=3)[CH:13]=[N:12]2)[CH:5]=[CH:6][CH:7]=1.C(=O)([O-])[O-].[Cs+].[Cs+].CS(O[CH2:40][C@@H:41]1[CH2:45][CH2:44][CH2:43][N:42]1[C:46]([O:48][C:49]([CH3:52])([CH3:51])[CH3:50])=[O:47])(=O)=O.O>CC(N(C)C)=O>[F:1][C:2]1[CH:3]=[C:4]([NH:8][C:9](=[O:28])[CH2:10][N:11]2[CH:15]=[C:14]([NH:16][C:17]3[C:26]4[C:21](=[CH:22][C:23]([O:27][CH2:40][C@@H:41]5[CH2:45][CH2:44][CH2:43][N:42]5[C:46]([O:48][C:49]([CH3:50])([CH3:52])[CH3:51])=[O:47])=[CH:24][CH:25]=4)[N:20]=[CH:19][N:18]=3)[CH:13]=[N:12]2)[CH:5]=[CH:6][CH:7]=1 |f:1.2.3|. Procedure: A solution of N-(3-fluorophenyl)-2-{4-[(7-hydroxyquinazolin-4-yl)amino]-1H-pyrazol-1-yl}acetamide (0.590 g, 0.97 mmol), cesium carbonate (1.95 g, 5.98 mmol) and tert-butyl (2S)-2-{[(methylsulphonyl)oxy]methyl}pyrrolidine-1-carboxylate (0.325 g, 1.16 mmol) in dimethylacetamide (10 ml) was heated at 80° C. for 18 hours. The mixture was poured into water and extracted with ethyl acetate. The organic layer was separated, dried over magnesium sulphate and evaporated in vacuo to leave a brown oil whic... The reactants are C1(=CC=CC=C1)C (toluene), C(C)(C)(C)OC(CBr)=O (bromoacetic acid-tert-butyl ester), C(CO)C(C(C(C(F)(F)F)(F)F)(F)F)(F)F (1H,1H,2H,2H-perfluorohexan-1-ol), C1(=CC=CC=C1)C (toluene). Reagents/catalysts: S(=O)(=O)(O)[O-].C(CCC)[N+](CCCC)(CCCC)CCCC (tetrabutylammonium hydrogen sulfate). Run in [OH-].[K+] (potassium hydroxide). Run at temperature 0 celsius. Yields the product C(C)(C)(C)OC(COCCC(C(C(C(F)(F)F)(F)F)(F)F)(F)F)=O (9,9,9,8,8,7,7,6,6-Nonafluoro-3-oxa-nonanoic acid-t-butyl ester). RXN SMILES: [C:1]([O:5][C:6](=[O:9])[CH2:7]Br)([CH3:4])([CH3:3])[CH3:2].[CH2:10]([C:13]([F:25])([F:24])[C:14]([F:23])([F:22])[C:15]([F:21])([F:20])[C:16]([F:19])([F:18])[F:17])[CH2:11][OH:12].C1(C)C=CC=CC=1>S([O-])(O)(=O)=O.C([N+](CCCC)(CCCC)CCCC)CCC.[OH-].[K+]>[C:1]([O:5][C:6](=[O:9])[CH2:7][O:12][CH2:11][CH2:10][C:13]([F:24])([F:25])[C:14]([F:22])([F:23])[C:15]([F:20])([F:21])[C:16]([F:17])([F:19])[F:18])([CH3:4])([CH3:3])[CH3:2] |f:3.4,5.6|. Reported procedure: 29.54 g (151.5 mmol) of bromoacetic acid-tert-butyl ester is added in drops to a mixture of 20 g (75.73 mmol) of 1H,1H,2H,2H-perfluorohexan-1-ol and 2.57 g (7.57 mmol) of tetrabutylammonium hydrogen sulfate in 300 ml of 60% aqueous potassium hydroxide solution/200 ml of toluene while being stirred vigorously at 0° C. It is stirred for 1 hour at 0° C. 100 ml of toluene is added, the aqueous phase is separated and extracted twice with 50 ml of toluene. The combined organic phases are dried on magn...